This data is from the Open Reaction Database (ORD), a public repository of structured organic reaction records. The task is: describe an organic reaction: reactants, conditions, products, and yield Starting materials: C(C)(C)(C)OC(=O)N[C@@H](C(C)C)C(=O)N[C@H](C[C@@H]([C@H](CC1=CC=CC=C1)NC(=O)OCC1=CN=CS1)O)CC1=CC=CC=C1 ((2S,3S,5S)-5-(N-(N-(t-butyloxycarbonyl)valinyl)amino)-2-(N-((5-thiazolyl)methoxycarbonyl)amino)-1,6-diphenyl-3-hydroxyhexane), Cl (HCl). The solvent is O1CCOCC1 (dioxane). Reaction conditions: time 1 hour. Yields the product Cl.N[C@@H](C(C)C)C(=O)NC(CC(C(CC1=CC=CC=C1)NC(=O)OCC1=CN=CS1)O)CC1=CC=CC=C1 (5-(N-(Valinyl)amino)-2-(N-((5-thiazolyl)methoxycarbonyl)amino)-1,6-diphenyl-3-hydroxyhexane Hydrochloride). As a reaction SMILES: C(OC([NH:8][C@H:9]([C:13]([NH:15][C@@H:16]([CH2:38][C:39]1[CH:44]=[CH:43][CH:42]=[CH:41][CH:40]=1)[CH2:17][C@H:18]([OH:37])[C@@H:19]([NH:27][C:28]([O:30][CH2:31][C:32]1[S:36][CH:35]=[N:34][CH:33]=1)=[O:29])[CH2:20][C:21]1[CH:26]=[CH:25][CH:24]=[CH:23][CH:22]=1)=[O:14])[CH:10]([CH3:12])[CH3:11])=O)(C)(C)C.[ClH:45]>O1CCOCC1>[ClH:45].[NH2:8][C@H:9]([C:13]([NH:15][CH:16]([CH2:38][C:39]1[CH:40]=[CH:41][CH:42]=[CH:43][CH:44]=1)[CH2:17][CH:18]([OH:37])[CH:19]([NH:27][C:28]([O:30][CH2:31][C:32]1[S:36][CH:35]=[N:34][CH:33]=1)=[O:29])[CH2:20][C:21]1[CH:26]=[CH:25][CH:24]=[CH:23][CH:22]=1)=[O:14])[CH:10]([CH3:12])[CH3:11] |f:3.4|. Reported procedure: To 135 mg (0.27 mmol) of (2S,3S,5S)-5-(N-(N-(t-butyloxycarbonyl)valinyl)amino)-2-(N-((5-thiazolyl)methoxycarbonyl)amino)-1,6-diphenyl-3-hydroxyhexane was added 8 ml of 4M HCl in dioxane. The resulting mixture was stirred at ambient temperature for 1 h and concentrated in vacuo to provide the crude desired compound. Starting materials: BrC(CC(COC(C)=O)OC(C)=O)C1=NC=CN=C1 (2-(1-bromo-3,4-diacetoxybutyl)pyrazine), N12CCCCCC2=NCCC1 (1,8-diazabicyclo [5.4.0]undec-7-ene). Run in C1(=CC=CC=C1)C (toluene). Yields the product C(C)(=O)OC(C=CC1=NC=CN=C1)COC(C)=O (2-(3,4-diacetoxy-1-butenyl)pyrazine). The yield is 66.2%. Reaction SMILES: Br[CH:2]([C:14]1[CH:19]=[N:18][CH:17]=[CH:16][N:15]=1)[CH2:3][CH:4]([O:10][C:11](=[O:13])[CH3:12])[CH2:5][O:6][C:7](=[O:9])[CH3:8].N12CCCN=C1CCCCC2>C1(C)C=CC=CC=1>[C:11]([O:10][CH:4]([CH2:5][O:6][C:7](=[O:9])[CH3:8])[CH:3]=[CH:2][C:14]1[CH:19]=[N:18][CH:17]=[CH:16][N:15]=1)(=[O:13])[CH3:12]. Reported procedure: 7.0 g of 2-(1-bromo-3,4-diacetoxybutyl)pyrazine (4102 and 4103) was dissolved in 100 ml of toluene, 3.3 g of 1,8-diazabicyclo [5.4.0]undec-7-ene added under an argon atmosphere and the solution heated overnight at 65°-70°. It was then cooled, the toluene solution decanted and concentrated in vacuo. The residue was chromatographed on silica gel (hexane/ethyl acetate) to yield 3.5 g of 2-(3,4-diacetoxy-1-butenyl)pyrazine (4104) as a pale yellow oil. UV EtOH max: 240 (4.14), 292 (3.85), 298 (3.86).